Dataset: the Open Reaction Database (ORD), a public repository of structured organic reaction records. Task: describe an organic reaction: reactants, conditions, products, and yield The product is N1(N=CC=C1)CC1=CC=C(OCCCN2N=CC=C2)C=C1 (1-{3-[4-(1-pyrazolyl)methylphenoxy]propyl}pyrazole). Solvent: C(C)(=O)OCC (ethyl acetate). As a reaction SMILES: CN(C)C=O.[H-].[Na+].[NH:8]1[CH:12]=[CH:11][CH:10]=N1.[N:13]1([CH2:18][C:19]2[CH:29]=[CH:28][C:22]([O:23][CH2:24][CH2:25][CH2:26][NH-:27])=[CH:21][CH:20]=2)[CH:17]=[CH:16][CH:15]=[N:14]1>C(OCC)(=O)C>[N:13]1([CH2:18][C:19]2[CH:20]=[CH:21][C:22]([O:23][CH2:24][CH2:25][CH2:26][N:27]3[CH:10]=[CH:11][CH:12]=[N:8]3)=[CH:28][CH:29]=2)[CH:17]=[CH:16][CH:15]=[N:14]1 |f:1.2|. The yield is 82.0%. Reported procedure: To a mixture of anhydrous N,N-dimethylformamide (5 ml) and sodium hydride (60% oil dispersion) (62 mg) was added pyrazole (100 mg), and the mixture was stirred for 30 minutes. An anhydrous N,N-dimethylformamide solution (5 ml) of 3-[4-(1-pyrazolyl)methylphenoxy]propylamide (produced in Reference Production Example 1 described below) (434 mg) was then added dropwise, and the mixture was stirred at room temperature for 5 hours. The reaction mixture was then diluted with ethyl acetate (50 ml), whic... Run at time 30 minute. Starting materials: CN(C=O)C (N,N-dimethylformamide), [H-].[Na+] (sodium hydride), CN(C=O)C (N,N-dimethylformamide), N1(N=CC=C1)CC1=CC=C(OCCC[NH-])C=C1 (3-[4-(1-pyrazolyl)methylphenoxy]propylamide), N1N=CC=C1 (pyrazole). Yield: 87.4%. The reactants are C1CCC2=CC(=CC=C12)S(=O)(=O)N (2,3-dihydro-5-indenylsulfonamide), [OH-].[Na+] (sodium hydroxide), ClC1=CC=C(C=C1)N=C=O (4-chlorophenylisocyanate), O (water). Run in CC(=O)C (acetone), CC(=O)C (acetone). As a reaction SMILES: [CH2:1]1[C:9]2[C:4](=[CH:5][C:6]([S:10]([NH2:13])(=[O:12])=[O:11])=[CH:7][CH:8]=2)[CH2:3][CH2:2]1.[OH-].[Na+].[Cl:16][C:17]1[CH:22]=[CH:21][C:20]([N:23]=[C:24]=[O:25])=[CH:19][CH:18]=1.O>CC(C)=O>[Cl:16][C:17]1[CH:22]=[CH:21][C:20]([NH:23][C:24]([NH:13][S:10]([C:6]2[CH:5]=[C:4]3[C:9](=[CH:8][CH:7]=2)[CH2:1][CH2:2][CH2:3]3)(=[O:11])=[O:12])=[O:25])=[CH:19][CH:18]=1 |f:1.2|. Reported procedure: To a solution of 93.2 g of 2,3-dihydro-5-indenylsulfonamide in 300 ml of acetone were added 490 ml of a 1N sodium hydroxide solution. A solution of 79.36 g of 4-chlorophenylisocyanate in 250 ml of acetone was added to the reaction mixture with stirring. After stirring at room temperature for 18 hours, the reaction mixture was filtered and 490 ml of 1N hydrochloric acid were added to the filtrate thereby providing a fine white precipitate. One liter of water was added, and the solid was recovered... The product is ClC1=CC=C(C=C1)NC(=O)NS(=O)(=O)C=1C=C2CCCC2=CC1 (N-([(4-chlorophenyl)amino]carbonyl)-2,3-dihydro-1H-indene-5-sulfonamide).